From a dataset of the Open Reaction Database (ORD), a public repository of structured organic reaction records. describe an organic reaction: reactants, conditions, products, and yield Reactants: [N+](=O)([O-])C1=CC=C(CNCC2=CC=C(C=C2)[N+](=O)[O-])C=C1 (bis(4-nitrobenzyl)amine), C(C)(=O)OC(C)=O (acetic anhydride). Run in N1=CC=CC=C1 (pyridine). Run at time 2 hour. Yields the product [N+](=O)([O-])C1=CC=C(CN(C(C)=O)CC2=CC=C(C=C2)[N+](=O)[O-])C=C1 (N,N-bis(4-nitrobenzyl)acetamide). Isolated yield 96.1%. Reaction SMILES: [N+:1]([C:4]1[CH:21]=[CH:20][C:7]([CH2:8][NH:9][CH2:10][C:11]2[CH:16]=[CH:15][C:14]([N+:17]([O-:19])=[O:18])=[CH:13][CH:12]=2)=[CH:6][CH:5]=1)([O-:3])=[O:2].[C:22](OC(=O)C)(=[O:24])[CH3:23]>N1C=CC=CC=1>[N+:1]([C:4]1[CH:5]=[CH:6][C:7]([CH2:8][N:9]([CH2:10][C:11]2[CH:16]=[CH:15][C:14]([N+:17]([O-:19])=[O:18])=[CH:13][CH:12]=2)[C:22](=[O:24])[CH3:23])=[CH:20][CH:21]=1)([O-:3])=[O:2]. Procedure details: To a solution of bis(4-nitrobenzyl)amine (500 mg, 1.741 mmol) in pyridine (9 mL) was slowly added acetic anhydride (0.18 mL, 1.92 mmol) via syringe. The resulting mixture was stirred at rt for 2 hours, and the reaction was concentrated in vacuo. The residue was dissolved in toluene and evaporated to dryness in vacuo. The residue was dissolved in 19:1 EtOAc:methanol, washed with water and brine, dried (Na2SO4), filtered and concentrated to afford the title compound (551 mg, 96%). MS (APCI) m/z 33... The reactants are [Si](C)(C)(C(C)(C)C)OC1=CC=C(C=C1)C1C(COC2=CC(=CC=C12)OCOC)(C)C1=CC=C(C=C1)OCOC ((3RS,4RS)-4-[4-(t-butyldimethylsilyloxy)phenyl]-7-(methoxymethoxy)-3-[4-(methoxymethoxy)phenyl]-3-methylchroman), O (water). Solvent: O1CCCC1 (tetrahydrofuran). Run at time 1 hour. Product: OC1=CC=C(C=C1)C1C(COC2=CC(=CC=C12)OCOC)(C)C1=CC=C(C=C1)OCOC ((3RS,4RS)-4-(4-hydroxyphenyl)-7-(methoxymethoxy)-3-[4-(methoxymethoxy)pheny]-3-methylchroman). Isolated yield 96.7%. Reaction SMILES: [Si]([O:8][C:9]1[CH:14]=[CH:13][C:12]([CH:15]2[C:24]3[C:19](=[CH:20][C:21]([O:25][CH2:26][O:27][CH3:28])=[CH:22][CH:23]=3)[O:18][CH2:17][C:16]2([C:30]2[CH:35]=[CH:34][C:33]([O:36][CH2:37][O:38][CH3:39])=[CH:32][CH:31]=2)[CH3:29])=[CH:11][CH:10]=1)(C(C)(C)C)(C)C.O>O1CCCC1>[OH:8][C:9]1[CH:14]=[CH:13][C:12]([CH:15]2[C:24]3[C:19](=[CH:20][C:21]([O:25][CH2:26][O:27][CH3:28])=[CH:22][CH:23]=3)[O:18][CH2:17][C:16]2([C:30]2[CH:31]=[CH:32][C:33]([O:36][CH2:37][O:38][CH3:39])=[CH:34][CH:35]=2)[CH3:29])=[CH:11][CH:10]=1. Procedure: To a solution of (3RS,4RS)-4-[4-(t-butyldimethylsilyloxy)phenyl]-7-(methoxymethoxy)-3-[4-(methoxymethoxy)phenyl]-3-methylchroman (1.1 g, 1.99 mmol) in tetrabydrofuran (10 ml) was added 1N-tetrabutylainmoniumfluoride (3.99 ml, 3.99 mmol) in tetrahydrofuran and stirred at room temperature for 1 hour. After the reaction was completed, the reaction mixture was treated with water and extracted with ethyl acetate. The extract was dried over, anhydrous magnesium sulfate and concentrated under reduced p... The reactants are O=C1CCc2cc(Br)ccc2N1, CI, Cl, CN(C)C=O. Yields the product CN1C(=O)CCc2cc(Br)ccc21. RXN SMILES: [Br:1][c:2]1[cH:3][c:4]2[c:9]([cH:10][cH:11]1)[NH:8][C:7](=[O:12])[CH2:6][CH2:5]2.[CH3:13][I:14].[ClH:20].[O:15]=[CH:16][N:17]([CH3:18])[CH3:19]>>[Br:1][c:2]1[cH:3][c:4]2[c:9]([cH:10][cH:11]1)[N:8]([CH3:13])[C:7](=[O:12])[CH2:6][CH2:5]2. Reaction SMILES: [NH2:1][C:2]1[C:10]([N+:11]([O-])=O)=[CH:9][CH:8]=[C:7]2[C:3]=1/[C:4](=[CH:15]/[C:16]1[NH:20][CH:19]=[N:18][C:17]=1[CH3:21])/[C:5](=[O:14])[NH:6]2.[OH-].[NH4+].[H][H]>C1COCC1.[Pt]>[NH2:1][C:2]1[C:10]([NH2:11])=[CH:9][CH:8]=[C:7]2[C:3]=1/[C:4](=[CH:15]/[C:16]1[NH:20][CH:19]=[N:18][C:17]=1[CH3:21])/[C:5](=[O:14])[NH:6]2 |f:1.2|. Reagents/catalysts: [Pt] (platinum on carbon). Starting materials: NC1=C2/C(/C(NC2=CC=C1[N+](=O)[O-])=O)=C/C1=C(N=CN1)C ((Z)-4-amino-1,3-dihydro-3-[(4-methyl-1H-imidazol-5-yl)methylene]-5-nitro-2H-indol-2-one), [OH-].[NH4+] (Ammonium hydroxide), [H][H] (hydrogen). Procedure: (Z)-4-azido-1,3-dihydro-3-[(4-methyl-1H-imidazol-5-yl)methylene]-5-nitro-2H-indol-2-one (150 mg, 0.48 mmol) (from Example 44 above) was suspended in THF (40 mL) at r.t. Ammonium hydroxide was added (0.15 mL), followed by a catalytic amount of poisoned platinum on carbon (50 mg, 5% Pt/C•½S) (Engelhard Ind.). The reaction mixture was hydrogenated in a Parr bomb under 50 psi of hydrogen for 16 h. The mixture was filtered through a cake of Celite®, and the cake was washed twice with THF. The crude m... Run in C1CCOC1 (THF). Product: NC1=C2/C(/C(NC2=CC=C1N)=O)=C/C1=C(N=CN1)C ((Z)-4,5-diamino-1,3-dihydro-3-[(4-methyl-1H-imidazol-5-yl)methylene]-2H-indol-2-one). Starting materials: CC(C)c1ccc2c(Nc3cc(C(=O)Cl)ccc3Oc3ccc(OCc4ccccc4)cc3)ncnc2n1, CCN(C(C)C)C(C)C, ClCCl, Nc1ccccc1F. Yields the product CC(C)c1ccc2c(Nc3cc(C(=O)Nc4ccccc4F)ccc3Oc3ccc(OCc4ccccc4)cc3)ncnc2n1. RXN SMILES: [CH2:1]([c:2]1[cH:3][cH:4][cH:5][cH:6][cH:7]1)[O:8][c:9]1[cH:10][cH:11][c:12]([O:13][c:14]2[c:15]([NH:23][c:24]3[c:25]4[c:26]([n:27][cH:28][n:29]3)[n:30][c:31]([CH:34]([CH3:35])[CH3:36])[cH:32][cH:33]4)[cH:16][c:17]([C:18](=[O:19])[Cl:20])[cH:21][cH:22]2)[cH:37][cH:38]1.[CH:39]([N:40]([CH2:41][CH3:42])[CH:43]([CH3:44])[CH3:45])([CH3:46])[CH3:47].[Cl:56][CH2:57][Cl:58].[F:48][c:49]1[c:50]([NH2:55])[cH:51][cH:52][cH:53][cH:54]1>>[CH2:1]([c:2]1[cH:3][cH:4][cH:5][cH:6][cH:7]1)[O:8][c:9]1[cH:10][cH:11][c:12]([O:13][c:14]2[c:15]([NH:23][c:24]3[c:25]4[c:26]([n:27][cH:28][n:29]3)[n:30][c:31]([CH:34]([CH3:35])[CH3:36])[cH:32][cH:33]4)[cH:16][c:17]([C:18](=[O:19])[NH:55][c:50]3[c:49]([F:48])[cH:54][cH:53][cH:52][cH:51]3)[cH:21][cH:22]2)[cH:37][cH:38]1. The reactants are Cc1nc(-c2ccccc2)oc1C(=O)ON1C(=O)CCC1=O, Nc1ccc(N2CCOCC2)nc1. Product: Cc1nc(-c2ccccc2)oc1C(=O)Nc1ccc(N2CCOCC2)nc1. As a reaction SMILES: [O:1]=[C:2]1[CH2:3][CH2:4][C:5](=[O:6])[N:7]1[O:8][C:9](=[O:10])[c:11]1[c:12]([CH3:22])[n:13][c:14](-[c:16]2[cH:17][cH:18][cH:19][cH:20][cH:21]2)[o:15]1.[O:23]1[CH2:24][CH2:25][N:26]([c:29]2[cH:30][cH:31][c:32]([NH2:35])[cH:33][n:34]2)[CH2:27][CH2:28]1>>[C:9](=[O:10])([c:11]1[c:12]([CH3:22])[n:13][c:14](-[c:16]2[cH:17][cH:18][cH:19][cH:20][cH:21]2)[o:15]1)[NH:35][c:32]1[cH:31][cH:30][c:29]([N:26]2[CH2:25][CH2:24][O:23][CH2:28][CH2:27]2)[n:34][cH:33]1. Starting materials: ClC1=NN2C(C(=N1)NCC=1N=C(SC1)C)=C(C=C2)C2=CC=CC=C2 (2-Chloro-N-((2-methylthiazol-4-yl)methyl)-5-phenylpyrrolo[2,1-f][1,2,4]triazin-4-amine), C(C)(C)(C)NS(=O)(=O)C=1C=NC=C(C1)B1OC(C(O1)(C)C)(C)C (N-(tert-butyl)-5-(4,4,5,5-tetramethyl-1,3,2-dioxaborolan-2-yl)pyridine-3-sulfonamide), C(=O)([O-])[O-].[K+].[K+] (K2CO3). Reagents/catalysts: C1=CC=C(C=C1)P([C-]2C=CC=C2)C3=CC=CC=C3.C1=CC=C(C=C1)P([C-]2C=CC=C2)C3=CC=CC=C3.Cl[Pd]Cl.[Fe+2].C(Cl)Cl (PdCl2(dppf) CH2Cl2). Run in O (water), O1CCOCC1 (dioxane). Conditions: temperature 110 celsius. Yields the product C(C)(C)(C)NS(=O)(=O)C=1C=NC=C(C1)C1=NN2C(C(=N1)NCC=1N=C(SC1)C)=C(C=C2)C2=CC=CC=C2 (N-(tert-butyl)-5-(4-(((2-methylthiazol-4-yl)methyl)amino)-5-phenylpyrrolo[2,1-f][1,2,4]triazin-2-yl)pyridine-3-sulfonamide). Isolated yield 33.3%. RXN SMILES: Cl[C:2]1[N:7]=[C:6]([NH:8][CH2:9][C:10]2[N:11]=[C:12]([CH3:15])[S:13][CH:14]=2)[C:5]2=[C:16]([C:19]3[CH:24]=[CH:23][CH:22]=[CH:21][CH:20]=3)[CH:17]=[CH:18][N:4]2[N:3]=1.[C:25]([NH:29][S:30]([C:33]1[CH:34]=[N:35][CH:36]=[C:37](B2OC(C)(C)C(C)(C)O2)[CH:38]=1)(=[O:32])=[O:31])([CH3:28])([CH3:27])[CH3:26].C([O-])([O-])=O.[K+].[K+]>O1CCOCC1.O.C1C=CC(P(C2C=CC=CC=2)[C-]2C=CC=C2)=CC=1.C1C=CC(P(C2C=CC=CC=2)[C-]2C=CC=C2)=CC=1.Cl[Pd]Cl.[Fe+2].C(Cl)Cl>[C:25]([NH:29][S:30]([C:33]1[CH:34]=[N:35][CH:36]=[C:37]([C:2]2[N:7]=[C:6]([NH:8][CH2:9][C:10]3[N:11]=[C:12]([CH3:15])[S:13][CH:14]=3)[C:5]3=[C:16]([C:19]4[CH:24]=[CH:23][CH:22]=[CH:21][CH:20]=4)[CH:17]=[CH:18][N:4]3[N:3]=2)[CH:38]=1)(=[O:32])=[O:31])([CH3:28])([CH3:26])[CH3:27] |f:2.3.4,7.8.9.10.11|. Procedure: 2-Chloro-N-((2-methylthiazol-4-yl)methyl)-5-phenylpyrrolo[2,1-f][1,2,4]triazin-4-amine (0.300 g, 0.843 mmol) and N-(tert-butyl)-5-(4,4,5,5-tetramethyl-1,3,2-dioxaborolan-2-yl)pyridine-3-sulfonamide (0.574 g, 1.69 mmol) were dissolved in dioxane (25 mL) and water (3 mL). To the reaction mixture was added K2CO3 (0.350 g, 2.53 mmol) and the reaction mixture was degassed with nitrogen for 15 minutes. PdCl2(dppf)-CH2Cl2 (69.0 mg, 0.0840 mmol) was added and the resulting reaction mixture degassed with... Reactants: ClCCl, CC(Nc1nc(Nc2cnccn2)cc(N2CC(CNC(=O)OC(C)(C)C)C2)n1)c1ccc(F)cc1, O=C(O)C(F)(F)F. The product is CC(Nc1nc(Nc2cnccn2)cc(N2CC(CN)C2)n1)c1ccc(F)cc1. Reaction SMILES: [Cl:44][CH2:45][Cl:46].[F:1][c:2]1[cH:3][cH:4][c:5]([CH:8]([CH3:9])[NH:10][c:11]2[n:12][c:13]([NH:30][c:31]3[n:32][cH:33][cH:34][n:35][cH:36]3)[cH:14][c:15]([N:17]3[CH2:18][CH:19]([CH2:21][NH:22][C:23](=[O:24])[O:25][C:26]([CH3:27])([CH3:28])[CH3:29])[CH2:20]3)[n:16]2)[cH:6][cH:7]1.[OH:37][C:38]([C:39]([F:40])([F:41])[F:42])=[O:43]>>[F:1][c:2]1[cH:3][cH:4][c:5]([CH:8]([CH3:9])[NH:10][c:11]2[n:12][c:13]([NH:30][c:31]3[n:32][cH:33][cH:34][n:35][cH:36]3)[cH:14][c:15]([N:17]3[CH2:18][CH:19]([CH2:21][NH2:22])[CH2:20]3)[n:16]2)[cH:6][cH:7]1.